From a dataset of the Open Reaction Database (ORD), a public repository of structured organic reaction records. describe an organic reaction: reactants, conditions, products, and yield Starting materials: C12(CC=CC3=CC=CC=C13)NC(NC2=O)=O (spiro[imidazolidine-4,1'(2'H)-naphthalene]-2,5-dione), C([O-])(O)=O.[Na+] (sodium bicarbonate), ClC1=CC(=CC=C1)C(=O)OO (m-chloroperbenzoic acid). Run in C(Cl)(Cl)Cl (chloroform). Run at time 3 hour. Product: O1C2CC3(C4=CC=CC=C4C21)NC(NC3=O)=O (3',4'-dihydro-3',4'-epoxyspiro[imidazolidine-4,1'(2'H)-naphthalene]2,5-dione). The yield is 55.0%. Reaction SMILES: [C:1]12([C:14](=[O:15])[NH:13][C:12](=[O:16])[NH:11]1)[C:10]1[C:5](=[CH:6][CH:7]=[CH:8][CH:9]=1)[CH:4]=[CH:3][CH2:2]2.C(=O)(O)[O-:18].[Na+].ClC1C=CC=C(C(OO)=O)C=1>C(Cl)(Cl)Cl>[O:18]1[CH:4]2[CH:3]1[CH2:2][C:1]1([C:14](=[O:15])[NH:13][C:12](=[O:16])[NH:11]1)[C:10]1[C:5]2=[CH:6][CH:7]=[CH:8][CH:9]=1 |f:1.2|. Reported procedure: To a slurry of 2.7 g. (0.013 mole) of spiro[imidazolidine-4,1'(2'H)-naphthalene]-2,5-dione in 50 ml. of chloroform and 125 ml. of a 5% sodium bicarbonate solution was added 3.4 g. (0.016 mole) of m-chloroperbenzoic acid and the reaction mixture allowed to stir at room temperature for 3 hours. The reaction mixture was poured into 100 ml. of a 5% sodium bicarbonate solution and the product extracted with chloroform (2×75 ml.) and ethylacetate (2×75 ml.). The combined extracts were washed with a so... Reactants: Cl (Hydrochloric acid), CN1CCN(CC1)C(=O)C1=C(C=CC=C1)CON(C=O)CCCCCCCCCCCCCCCCCC ([[2-[(4-methylpiperazinyl)carbonyl]phenyl]methoxy]-N-octadecylformamide). The solvent is C(C)(=O)OCC (ethyl acetate), C(C)(=O)OCC (ethyl acetate). Conditions: time 30 minute. The product is Cl.CN1CCN(CC1)C(=O)C1=C(C=CC=C1)CON(C=O)CCCCCCCCCCCCCCCCCC ([[2-[(4-Methylpiperazinyl)carbonyl]phenyl]methoxy]-N-octadecylformamide hydrochloride). Reaction SMILES: [ClH:1].[CH3:2][N:3]1[CH2:8][CH2:7][N:6]([C:9]([C:11]2[CH:16]=[CH:15][CH:14]=[CH:13][C:12]=2[CH2:17][O:18][N:19]([CH2:22][CH2:23][CH2:24][CH2:25][CH2:26][CH2:27][CH2:28][CH2:29][CH2:30][CH2:31][CH2:32][CH2:33][CH2:34][CH2:35][CH2:36][CH2:37][CH2:38][CH3:39])[CH:20]=[O:21])=[O:10])[CH2:5][CH2:4]1>C(OCC)(=O)C>[ClH:1].[CH3:2][N:3]1[CH2:4][CH2:5][N:6]([C:9]([C:11]2[CH:16]=[CH:15][CH:14]=[CH:13][C:12]=2[CH2:17][O:18][N:19]([CH2:22][CH2:23][CH2:24][CH2:25][CH2:26][CH2:27][CH2:28][CH2:29][CH2:30][CH2:31][CH2:32][CH2:33][CH2:34][CH2:35][CH2:36][CH2:37][CH2:38][CH3:39])[CH:20]=[O:21])=[O:10])[CH2:7][CH2:8]1 |f:3.4|. Procedure details: 4N Hydrochloric acid--ethyl acetate solution (8.50 ml) was added to a solution of [[2-[(4-methylpiperazinyl)carbonyl]phenyl]methoxy]-N-octadecylformamide (11.98 g) in ethyl acetate (120 ml) while being cooled with ice. After being stirred for 30 minutes at room temperature, the reaction mixture was concentrated. The residue was recrystallized from ethyl acetate-ethanol mixed solvent, thereby yielding 12.12 g of the aimed compound as white solid.